This data is from the Open Reaction Database (ORD), a public repository of structured organic reaction records. The task is: describe an organic reaction: reactants, conditions, products, and yield The reactants are FC1=CC=2N(C=C1)C(=CN2)C(=O)NC2=C1C(=NN(C1=CC=C2)CC2=NC(=CC=C2)C(C)C)C (7-fluoro-N-(1-((6-isopropylpyridin-2-yl)methyl)-3-methyl-1H-indazol-4-yl)imidazo[1,2-a]pyridine-3-carboxamide), O1CCN(CC1)CCO (2-morpholinoethanol). The product is C1(CC1)C1=CC=CC(=N1)CN1N=C(C2=C(C=CC=C12)NC(=O)C1=CN=C2N1C=CC(=C2)OCCN2CCN(CC2)C(C)C)C (N-(1-((6-cyclopropylpyridin-2-yl)methyl)-3-methyl-1H-indazol-4-yl)-7-(2-(4-isopropylpiperazin-1-yl)ethoxy)imidazo[1,2-a]pyridine-3-carboxamide). The yield is 48.0%. RXN SMILES: F[C:2]1[CH:7]=[CH:6][N:5]2[C:8]([C:11]([NH:13][C:14]3[CH:22]=[CH:21][CH:20]=[C:19]4[C:15]=3[C:16]([CH3:33])=[N:17][N:18]4[CH2:23][C:24]3[CH:29]=[CH:28][CH:27]=[C:26]([CH:30]([CH3:32])[CH3:31])[N:25]=3)=[O:12])=[CH:9][N:10]=[C:4]2[CH:3]=1.O1[CH2:39][CH2:38][N:37]([CH2:40][CH2:41][OH:42])[CH2:36][CH2:35]1>>[CH:30]1([C:26]2[N:25]=[C:24]([CH2:23][N:18]3[C:19]4[C:15](=[C:14]([NH:13][C:11]([C:8]5[N:5]6[CH:6]=[CH:7][C:2]([O:42][CH2:41][CH2:40][N:37]7[CH2:36][CH2:35][N:5]([CH:8]([CH3:11])[CH3:9])[CH2:39][CH2:38]7)=[CH:3][C:4]6=[N:10][CH:9]=5)=[O:12])[CH:22]=[CH:21][CH:20]=4)[C:16]([CH3:33])=[N:17]3)[CH:29]=[CH:28][CH:27]=2)[CH2:31][CH2:32]1. Reported procedure: Prepared according Example 1, Step B, substituting N-(1-((6-cyclopropylpyridin-2-yl)methyl)-3-methyl-1H-indazol-4-yl)-7-fluoroimidazo[1,2-a]pyridine-3-carboxamide for 7-fluoro-N-(1-((6-isopropylpyridin-2-yl)methyl)-3-methyl-1H-indazol-4-yl)imidazo[1,2-a]pyridine-3-carboxamide and substituting 2-(4-isopropylpiperazin-1-yl)ethanol for 2-morpholinoethanol to give the title compound (48%). MS (APCI), positive scan, m/z=593.8 (M+H).